This data is from the Open Reaction Database (ORD), a public repository of structured organic reaction records. The task is: describe an organic reaction: reactants, conditions, products, and yield Starting materials: O=C([O-])[O-], CN(C)C=O, [I-], [K+], [K+], [K+], Nc1nc(-c2ccc(CCCCCl)s2)cs1, O, c1ccc(N2CCNCC2)cc1. Product: Nc1nc(-c2ccc(CCCCN3CCN(c4ccccc4)CC3)s2)cs1. RXN SMILES: [C:29](=[O:30])([O-:31])[O-:32].[CH3:38][N:39]([CH3:40])[CH:41]=[O:42].[I-:36].[K+:33].[K+:34].[K+:35].[NH2:1][c:2]1[s:3][cH:4][c:5](-[c:7]2[s:8][c:9]([CH2:12][CH2:13][CH2:14][CH2:15][Cl:16])[cH:10][cH:11]2)[n:6]1.[OH2:37].[c:17]1([N:23]2[CH2:24][CH2:25][NH:26][CH2:27][CH2:28]2)[cH:18][cH:19][cH:20][cH:21][cH:22]1>>[NH2:1][c:2]1[s:3][cH:4][c:5](-[c:7]2[s:8][c:9]([CH2:12][CH2:13][CH2:14][CH2:15][N:26]3[CH2:25][CH2:24][N:23]([c:17]4[cH:18][cH:19][cH:20][cH:21][cH:22]4)[CH2:28][CH2:27]3)[cH:10][cH:11]2)[n:6]1. Reactants: [Li] (lithium), [Na] (sodium), N (ammonia), [Li] (lithium), N (NH3), C1(=CC=CC=C1)OC=O (PhOCHO), O=CC(Cl)(Cl)Cl (chloral). Run in liquid, CC(C)(C)O (t-BuOH), C1CCOC1 (THF), CCOC(=O)C (EtOAc). Yields the product CCOCC.C1(=CC=CC=C1)O (Et2O PhOH). RXN SMILES: [Li].[Na].N.[C:4]1([O:10][CH:11]=O)[CH:9]=[CH:8][CH:7]=[CH:6][CH:5]=1.O=[CH:14]C(Cl)(Cl)Cl>CCOC(C)=O.CC(O)(C)C.C1COCC1>[CH3:14][CH2:11][O:10][CH2:4][CH3:9].[C:4]1([OH:10])[CH:9]=[CH:8][CH:7]=[CH:6][CH:5]=1 |f:8.9,^1:0,1|. Procedure: Neutralization to pH 4-5 with concentrated aqueous NH3 and reduction with an equimolar quantity of NaCNBH3 or sodium borohydride in refluxing 45% MeOH (final concentration) for 1.5 h afforded pure (TLC) 7 (86%), mp 199.5°-201.5° C. Birch reduction with lithium or sodium in liquid ammonia of 85 mmol of unpurified 7 with 1.92 g atom of lithium in 450 ml of liquid NH3, 225 mL each of dry THF and t-BuOH at -55° to -65° C. for 4 h, then at -75° C. until no 7 remained by TLC 9 (~1.5 h) afforded (90%) ...